Task: describe an organic reaction: reactants, conditions, products, and yield. Dataset: the Open Reaction Database (ORD), a public repository of structured organic reaction records Reactants: CC(C)(C)[O-], CS(C)=O, [K+], Nc1ccc(O)c(F)c1, Clc1ccnc2cc(-c3ccc(C4OCCCO4)cn3)sc12, O. The product is Nc1ccc(Oc2ccnc3cc(-c4ccc(C5OCCCO5)cn4)sc23)c(F)c1. Reaction SMILES: [CH3:10][C:11]([CH3:12])([O-:13])[CH3:14].[CH3:38][S:39]([CH3:40])=[O:41].[K+:15].[NH2:1][c:2]1[cH:3][c:4]([F:9])[c:5]([OH:8])[cH:6][cH:7]1.[O:16]1[CH:17]([c:22]2[cH:23][cH:24][c:25](-[c:28]3[cH:29][c:30]4[n:31][cH:32][cH:33][c:34]([Cl:37])[c:35]4[s:36]3)[n:26][cH:27]2)[O:18][CH2:19][CH2:20][CH2:21]1.[OH2:42]>>[NH2:1][c:2]1[cH:3][c:4]([F:9])[c:5]([O:8][c:34]2[cH:33][cH:32][n:31][c:30]3[cH:29][c:28](-[c:25]4[cH:24][cH:23][c:22]([CH:17]5[O:16][CH2:21][CH2:20][CH2:19][O:18]5)[cH:27][n:26]4)[s:36][c:35]32)[cH:6][cH:7]1. Run at time 1 hour. Procedure: To a suspension of NaH (0.24 g, 6.0 mmol) in THF (30 mL) at 0° C. was added a solution of triethyl 4-phosphonocrotonate (1.0 g, 4.0 mmol) in THF (5 mL) dropwise. The solution was warmed to RT and stirred for 1 h. Nitroveratraldehyde (0.844 g, 4.0 mmol) was added to the mixture in one portion and the reaction was stirred for an additional 30 min at RT. NH4Cl (aq., sat., 3 mL) was added slowly to quench the reaction, followed by H2O (30 mL). The THF solvent was removed under reduced pressure and t... Run in O (H2O). Yields the product C(C)OC(C=CC=CC1=C(C=C(C(=C1)OC)OC)[N+](=O)[O-])=O (5-(4,5-dimethoxy-2-nitro-phenyl)-penta-2,4-dienoic acid ethyl ester). As a reaction SMILES: [H-].[Na+].[CH3:3][CH2:4][O:5][C:6](/[CH:8]=[CH:9]/[CH2:10]P(OCC)(OCC)=O)=[O:7].[N+:19]([C:22]1[C:29](OC)=[C:28]([O:32][CH3:33])[CH:27]=[CH:26][C:23]=1[CH:24]=O)([O-:21])=[O:20].[NH4+].[Cl-].C1C[O:39][CH2:38]C1>O>[CH2:4]([O:5][C:6](=[O:7])[CH:8]=[CH:9][CH:10]=[CH:24][C:23]1[CH:26]=[C:27]([O:39][CH3:38])[C:28]([O:32][CH3:33])=[CH:29][C:22]=1[N+:19]([O-:21])=[O:20])[CH3:3] |f:0.1,4.5|. Starting materials: CCOC(=O)/C=C/CP(=O)(OCC)OCC (triethyl 4-phosphonocrotonate), C1CCOC1 (THF), [NH4+].[Cl-] (NH4Cl), [H-].[Na+] (NaH), C1CCOC1 (THF), [N+](=O)([O-])C1=C(C=O)C=CC(=C1OC)OC (Nitroveratraldehyde). The reactants are CC1=C(C=C(C=C1)N)NC(=O)C, C1CC1NC2=CC(=NC3=C(C=NN23)C#N)Cl. The reagents and catalysts are C(=O)([O-])[O-].[Cs+].[Cs+], CC1(C2=C(C(=CC=C2)P(C3=CC=CC=C3)C4=CC=CC=C4)OC5=C1C=CC=C5P(C6=CC=CC=C6)C7=CC=CC=C7)C, C1=CC=C(C=C1)/C=C/C(=O)/C=C/C2=CC=CC=C2.C1=CC=C(C=C1)/C=C/C(=O)/C=C/C2=CC=CC=C2.C1=CC=C(C=C1)/C=C/C(=O)/C=C/C2=CC=CC=C2.[Pd].[Pd]. Run in CC(=O)N(C)C. Run at temperature 150 celsius. The product is CC1=C(C=C(C=C1)NC2=NC3=C(C=NN3C(=C2)NC4CC4)C#N)NC(=O)C. Isolated yield 18.1%. Reported procedure: in microwave tube was 5-chloro-7-(cyclopropylamino)pyrazolo[1,5-a]pyrimidine-3-carbonitrile (400 mg, 1.71 mmol), N-(5-amino-2-methylphenyl)acetamide (281 mg, 1.71 mmol), and (9,9-dimethyl-9H-xanthene-4,5-diyl)bis(diphenylphosphine) (99 mg, 0.17 mmol) in DMA (0.5 mL).Pd2(dba)3 (78 mg, 0.09 mmol) and cesium carbonate (1116 mg, 3.42 mmol) were added.  degassed, filled with N2.capped. then microwave 150C for 30 min.  The reaction was divided by 4, run 100mg scale four time.  combined all of crude mi... Starting materials: O (Water), C([O-])([O-])=O.[K+].[K+] (potassium carbonate), BrCC(=O)OCC (ethyl bromoacetate), CC=1NC2=CC=CC(=C2C1)[N+](=O)[O-] (2-methyl-4-nitro-1H-indole), O (water). Solvent: C(C)#N (acetonitrile). Conditions: temperature 60 celsius. Product: [N+](=O)([O-])C1=C2C=C(N(C2=CC=C1)CC(=O)OCC)C ((4-nitro-2-methyl-1H-indol-1-yl)-acetic acid, ethyl ester). RXN SMILES: O.C(=O)([O-])[O-].[K+].[K+].Br[CH2:9][C:10]([O:12][CH2:13][CH3:14])=[O:11].[CH3:15][C:16]1[NH:17][C:18]2[C:23]([CH:24]=1)=[C:22]([N+:25]([O-:27])=[O:26])[CH:21]=[CH:20][CH:19]=2>C(#N)C>[N+:25]([C:22]1[CH:21]=[CH:20][CH:19]=[C:18]2[C:23]=1[CH:24]=[C:16]([CH3:15])[N:17]2[CH2:9][C:10]([O:12][CH2:13][CH3:14])=[O:11])([O-:27])=[O:26] |f:1.2.3|. Procedure details: Water (4.5 ml), potassium carbonate (25.9 g, 187 mmol) and ethyl bromoacetate (20.8 ml, 188 mmol) were added sequentially to a suspension of 2-methyl-4-nitro-1H-indole (30 g, 170 mmol) in acetonitrile (225 ml) and the mixture heated at 60° C. for 16 hours. After allowing to cool to ambient temperature, water (225 ml) was added and the resulting mixture was broken up and then filtered. The solid was washed with water (2×75 ml), followed by IMS (2×75 ml) then dried in a vacuum oven to give (4-nitr...